From a dataset of the Open Reaction Database (ORD), a public repository of structured organic reaction records. describe an organic reaction: reactants, conditions, products, and yield Yields the product ClC1=C(OC2CCN(CC2)C2=NC=C(C=N2)C=2N=NN(N2)CC(=O)OCC)C=C(C=C1)Cl (Ethyl (5-{2-[4-(2,5-dichlorophenoxy)piperidin-1-yl]pyrimidin-5-yl}-2H-tetrazol-2-yl)acetate). Starting materials: OC1CCN(CC1)C1=NC=C(C=N1)C=1N=NN(N1)CC(=O)OCC (ethyl {5-[2-(4-hydroxypiperidin-1-yl)pyrimidin-5-yl]-2H-tetrazol-2-yl}acetate), N(=NC(=O)OC(C)(C)C)C(=O)OC(C)(C)C (di-tert-butyl azodicarboxylate), ClC1=C(C=C(C=C1)Cl)O (2,5-dichlorophenol), C1(=CC=CC=C1)P(C1=CC=CC=C1)C1=CC=CC=C1 (triphenylphosphine). RXN SMILES: [OH:1][CH:2]1[CH2:7][CH2:6][N:5]([C:8]2[N:13]=[CH:12][C:11]([C:14]3[N:15]=[N:16][N:17]([CH2:19][C:20]([O:22][CH2:23][CH3:24])=[O:21])[N:18]=3)=[CH:10][N:9]=2)[CH2:4][CH2:3]1.[Cl:25][C:26]1[CH:31]=[CH:30][C:29]([Cl:32])=[CH:28][C:27]=1O.C1(P(C2C=CC=CC=2)C2C=CC=CC=2)C=CC=CC=1.N(C(OC(C)(C)C)=O)=NC(OC(C)(C)C)=O>>[Cl:25][C:26]1[CH:31]=[CH:30][C:29]([Cl:32])=[CH:28][C:27]=1[O:1][CH:2]1[CH2:3][CH2:4][N:5]([C:8]2[N:9]=[CH:10][C:11]([C:14]3[N:15]=[N:16][N:17]([CH2:19][C:20]([O:22][CH2:23][CH3:24])=[O:21])[N:18]=3)=[CH:12][N:13]=2)[CH2:6][CH2:7]1. Procedure: The title compound was prepared in a similar manner as that described for Example 3 (step 4) from ethyl {5-[2-(4-hydroxypiperidin-1-yl)pyrimidin-5-yl]-2H-tetrazol-2-yl}acetate, 2,5-dichlorophenol, triphenylphosphine and di-tert-butyl azodicarboxylate. The reactants are C([O-])([O-])=O.[Cs+].[Cs+] (cesium carbonate), OC1=C(C=C(CO)C=C1)CCC (4-hydroxy-3-n-propylbenzyl alcohol), BrC(C(=O)OC)C1=CC2=C(C=C1)OCO2 (Methyl α-bromo-3,4-methylenedioxyphenylacetate). The solvent is CN(C)C=O (DMF). Run at time 15 minute. The product is OCC1=CC(=C(OC(C(=O)OC)C2=CC3=C(C=C2)OCO3)C=C1)CCC (methyl α-(4-hydroxymethyl-2-n-propylphenoxy)-3,4-methylenedioxyphenylacetat). The yield is 81.3%. Reaction SMILES: [OH:1][C:2]1[CH:9]=[CH:8][C:5]([CH2:6][OH:7])=[CH:4][C:3]=1[CH2:10][CH2:11][CH3:12].C(=O)([O-])[O-].[Cs+].[Cs+].Br[CH:20]([C:25]1[CH:30]=[CH:29][C:28]2[O:31][CH2:32][O:33][C:27]=2[CH:26]=1)[C:21]([O:23][CH3:24])=[O:22]>CN(C=O)C>[OH:7][CH2:6][C:5]1[CH:8]=[CH:9][C:2]([O:1][CH:20]([C:25]2[CH:30]=[CH:29][C:28]3[O:31][CH2:32][O:33][C:27]=3[CH:26]=2)[C:21]([O:23][CH3:24])=[O:22])=[C:3]([CH2:10][CH2:11][CH3:12])[CH:4]=1 |f:1.2.3|. Procedure details: To a solution of 3.84 g (23.13 mmol) of 4-hydroxy-3-n-propylbenzyl alcohol dissolved in 70 mL of anhydrous DMF was added 9.04 g (27.7 mmol) of cesium carbonate and the reaction mixture was magnetically stirred at room temperature for 15 minutes. Methyl α-bromo-3,4-methylenedioxyphenylacetate (7.58 g; 27.7 mmol) was added and the reaction mixture was then stirred for an additional 14 hours at room temperature under a nitrogen atmosphere. The reaction was then partitioned between 5% aqueous citric... Reactants: BrC=1C=C(C=2C=NN(C2C1)C1CCCC1)C(=O)OC (methyl 6-bromo-1-cyclopentyl-1H-indazole-4-carboxylate), [OH-].[Na+] (NaOH). Solvent: C(C)O (ethanol). Reaction conditions: temperature 60 celsius, time 4 hour. Yields the product BrC=1C=C(C=2C=NN(C2C1)C1CCCC1)C(=O)O (6-bromo-1-cyclopentyl-1H-indazole-4-carboxylic acid). RXN SMILES: [Br:1][C:2]1[CH:3]=[C:4]([C:16]([O:18]C)=[O:17])[C:5]2[CH:6]=[N:7][N:8]([CH:11]3[CH2:15][CH2:14][CH2:13][CH2:12]3)[C:9]=2[CH:10]=1.[OH-].[Na+]>C(O)C>[Br:1][C:2]1[CH:3]=[C:4]([C:16]([OH:18])=[O:17])[C:5]2[CH:6]=[N:7][N:8]([CH:11]3[CH2:15][CH2:14][CH2:13][CH2:12]3)[C:9]=2[CH:10]=1 |f:1.2|. Procedure details: To a stirred solution of methyl 6-bromo-1-cyclopentyl-1H-indazole-4-carboxylate (3 g, 9.28 mmol) in ethanol (30 mL), aqueous NaOH solution (0.56 g in 3 mL water, 13.93 mmol) was added and reaction stirred at 60° C. for 4 h. On completion, ethanol was removed under reduced pressure and residue acidified with 1N HCl to pH 6. The resulting precipitate was filtered, washed with water and dried to 6-bromo-1-cyclopentyl-1H-indazole-4-carboxylic acid (2.3 g, 80.4%). Starting materials: CCO, NS(=O)(=O)Cc1ccc([N+](=O)[O-])cc1. Yields the product Nc1ccc(CS(N)(=O)=O)cc1. Reaction SMILES: [CH3:15][CH2:16][OH:17].[N+:1]([O-:2])(=[O:3])[c:4]1[cH:5][cH:6][c:7]([CH2:10][S:11](=[O:12])(=[O:13])[NH2:14])[cH:8][cH:9]1>>[NH2:1][c:4]1[cH:5][cH:6][c:7]([CH2:10][S:11](=[O:12])(=[O:13])[NH2:14])[cH:8][cH:9]1. RXN SMILES: Br[C:2]1[CH:3]=[C:4]([S:12]([NH:15][CH2:16][CH2:17][CH2:18][CH3:19])(=[O:14])=[O:13])[CH:5]=[C:6]([CH:10]=[O:11])[C:7]=1[O:8][CH3:9].[C:20]1([S:26]([NH2:29])(=[O:28])=[O:27])[CH:25]=[CH:24][CH:23]=[CH:22][CH:21]=1>>[CH2:16]([NH:15][S:12]([C:4]1[CH:3]=[C:2]([C:22]2[CH:23]=[CH:24][CH:25]=[C:20]([S:26]([NH:29][C:6]([CH3:10])([CH3:7])[CH3:5])(=[O:28])=[O:27])[CH:21]=2)[C:7]([O:8][CH3:9])=[C:6]([CH:10]=[O:11])[CH:5]=1)(=[O:14])=[O:13])[CH2:17][CH2:18][CH3:19]. The yield is 178.3%. The product is C(CCC)NS(=O)(=O)C=1C=C(C(=C(C1)C=O)OC)C1=CC(=CC=C1)S(=O)(=O)NC(C)(C)C (N-butyl-N′-tert-butyl-5-formyl-6-methoxy-biphenyl-3,3′-disulfonamide). Starting materials: BrC=1C=C(C=C(C1OC)C=O)S(=O)(=O)NCCCC (3-bromo-N-butyl-5-formyl-4-methoxy-benzenesulfonamide), C1(=CC=CC=C1)S(=O)(=O)N (benzenesulfonamide). Procedure details: Proceeding as in Reference 19, but substituting 3-bromo-N-butyl-5-formyl-4-methoxy-benzenesulfonamide (0.65 g, 1.72 mmol) and N-tert-butyl-3-4,4,5,5-tetramethyl-[1,3,2]dioxaborolan-2-yl)benzenesulfonamide (0.64 g, 1.90 mmol, 1.1 eq.), gave N-butyl-N′-tert-butyl-5-formyl-6-methoxy-biphenyl-3,3′-disulfonamide (0.74 g) as on orange oil. Starting materials: [N+](=O)([O-])C1=CC=C(C=C1)S(=O)(=O)NC1=C(C=CC=C1)C (4-Nitro-N-o-tolyl-benzenesulfonamide), COC1=CC=C(C=C1)N (p-anisidine). RXN SMILES: [N+:1]([C:4]1[CH:9]=[CH:8][C:7]([S:10]([NH:13][C:14]2[CH:19]=[CH:18][CH:17]=[CH:16][C:15]=2C)(=[O:12])=[O:11])=[CH:6][CH:5]=1)([O-:3])=[O:2].[CH3:21][O:22]C1C=CC(N)=CC=1>>[CH3:21][O:22][C:17]1[CH:18]=[CH:19][C:14]([NH:13][S:10]([C:7]2[CH:8]=[CH:9][C:4]([N+:1]([O-:3])=[O:2])=[CH:5][CH:6]=2)(=[O:12])=[O:11])=[CH:15][CH:16]=1. The product is COC1=CC=C(C=C1)NS(=O)(=O)C1=CC=C(C=C1)[N+](=O)[O-] (N-(4-methoxy-phenyl)-4-nitro-benzenesulfonamide). Procedure details: (RK1-1-27E) I This compound was prepared according to the procedure described for compound 11a except using p-anisidine to obtain the required product as a light brown solid. (278 mg, 100%) Mp=173-175° C. (lit 187-189° C., Tetrahedron 62(25), 6100-6106; 2006); 1H NMR (400 MHz, CDCl3) δ 8.28 (d, J=8.8 Hz, 2H), 7.85 (d, J=8.8 Hz, 2H), 6.97 (d, J=9.0 Hz, 2H), 6.80 (d, J=9.0 Hz, 2H), 6.36 (br s, 1H), 3.78 (s, 3H). Reactants: COc1ccc(Cn2cc(C#Cc3nn(Cc4ccc(OC)cc4)c4ncc(-c5ccccc5)c(N5CCN(C(=O)OC(C)(C)C)CC5)c34)cn2)cc1, CO, c1ccc2ncccc2c1, c1ccccc1. Yields the product COc1ccc(Cn2cc(C=Cc3nn(Cc4ccc(OC)cc4)c4ncc(-c5ccccc5)c(N5CCN(C(=O)OC(C)(C)C)CC5)c34)cn2)cc1. As a reaction SMILES: [CH3:1][O:2][c:3]1[cH:4][cH:5][c:6]([CH2:7][n:8]2[n:9][c:10]([C:36]#[C:37][c:38]3[cH:39][n:40][n:41]([CH2:43][c:44]4[cH:45][cH:46][c:47]([O:50][CH3:51])[cH:48][cH:49]4)[cH:42]3)[c:11]3[c:12]2[n:13][cH:14][c:15](-[c:30]2[cH:31][cH:32][cH:33][cH:34][cH:35]2)[c:16]3[N:17]2[CH2:18][CH2:19][N:20]([C:23](=[O:24])[O:25][C:26]([CH3:27])([CH3:28])[CH3:29])[CH2:21][CH2:22]2)[cH:52][cH:53]1.[CH3:64][OH:65].[cH:54]1[cH:55][c:56]2[c:57]([n:58][cH:59][cH:60][cH:61]2)[cH:62][cH:63]1.[cH:66]1[cH:67][cH:68][cH:69][cH:70][cH:71]1>>[CH3:1][O:2][c:3]1[cH:4][cH:5][c:6]([CH2:7][n:8]2[n:9][c:10]([CH:36]=[CH:37][c:38]3[cH:39][n:40][n:41]([CH2:43][c:44]4[cH:45][cH:46][c:47]([O:50][CH3:51])[cH:48][cH:49]4)[cH:42]3)[c:11]3[c:12]2[n:13][cH:14][c:15](-[c:30]2[cH:31][cH:32][cH:33][cH:34][cH:35]2)[c:16]3[N:17]2[CH2:18][CH2:19][N:20]([C:23](=[O:24])[O:25][C:26]([CH3:27])([CH3:28])[CH3:29])[CH2:21][CH2:22]2)[cH:52][cH:53]1. The reactants are O=C([O-])[O-], CN(C)C=O, O=Cc1sccc1Cl, [K+], [K+], Sc1cccs1. Yields the product O=Cc1sccc1Sc1cccs1. Reaction SMILES: [C:9](=[O:10])([O-:11])[O-:12].[CH3:21][N:22]([CH3:23])[CH:24]=[O:25].[Cl:1][c:2]1[c:3]([CH:7]=[O:8])[s:4][cH:5][cH:6]1.[K+:13].[K+:14].[s:15]1[c:16]([SH:20])[cH:17][cH:18][cH:19]1>>[c:2]1([S:20][c:16]2[s:15][cH:19][cH:18][cH:17]2)[c:3]([CH:7]=[O:8])[s:4][cH:5][cH:6]1. The reactants are O=C([O-])[O-], CC(C)=O, Cc1cc(CCCCCCCI)on1, [K+], [K+], COC(=O)c1cc(O)cs1. Yields the product COC(=O)c1cc(OCCCCCCCc2cc(C)no2)cs1. Reaction SMILES: [C:25](=[O:26])([O-:27])[O-:28].[CH3:31][C:32](=[O:33])[CH3:34].[I:11][CH2:12][CH2:13][CH2:14][CH2:15][CH2:16][CH2:17][CH2:18][c:19]1[cH:20][c:21]([CH3:24])[n:22][o:23]1.[K+:29].[K+:30].[OH:1][c:2]1[cH:3][c:4]([C:7](=[O:8])[O:9][CH3:10])[s:5][cH:6]1>>[O:1]([c:2]1[cH:3][c:4]([C:7](=[O:8])[O:9][CH3:10])[s:5][cH:6]1)[CH2:12][CH2:13][CH2:14][CH2:15][CH2:16][CH2:17][CH2:18][c:19]1[cH:20][c:21]([CH3:24])[n:22][o:23]1.